Task: describe an organic reaction: reactants, conditions, products, and yield. Dataset: the Open Reaction Database (ORD), a public repository of structured organic reaction records Starting materials: Br, CCN(CC)CCOC(=O)c1cc(OCc2ccccc2)c2c(Cl)cc(Cl)cc2n1, CC(=O)O. The product is Br, CCN(CC)CCOC(=O)c1cc(=O)c2c(Cl)cc(Cl)cc2[nH]1. RXN SMILES: [BrH:31].[CH2:1]([c:2]1[cH:3][cH:4][cH:5][cH:6][cH:7]1)[O:8][c:9]1[cH:10][c:11]([C:21](=[O:22])[O:23][CH2:24][CH2:25][N:26]([CH2:27][CH3:28])[CH2:29][CH3:30])[n:12][c:13]2[cH:14][c:15]([Cl:20])[cH:16][c:17]([Cl:19])[c:18]12.[CH3:32][C:33](=[O:34])[OH:35]>>[BrH:31].[O:8]=[c:9]1[cH:10][c:11]([C:21](=[O:22])[O:23][CH2:24][CH2:25][N:26]([CH2:27][CH3:28])[CH2:29][CH3:30])[nH:12][c:13]2[cH:14][c:15]([Cl:20])[cH:16][c:17]([Cl:19])[c:18]12. Reactants: P(O)(O)(O)=O (orthophosphoric acid), ClC1=CC=C(S1)CCCC(=O)O (4-(5-chloro-2-thienyl)butanoic acid), C(C)(=O)O (acetic acid). Run in O (water). Conditions: temperature 120 celsius, time 2.5 hour. Product: ClC=1SC2=C(C1)C(CCC2)=O (2-Chloro-6,7-dihydro-1-benzothiophen-4(5H)-one). Reaction SMILES: P(=O)(O)(O)O.[Cl:6][C:7]1[S:11][C:10]([CH2:12][CH2:13][CH2:14][C:15]([OH:17])=O)=[CH:9][CH:8]=1.C(O)(=O)C>O>[Cl:6][C:7]1[S:11][C:10]2[CH2:12][CH2:13][CH2:14][C:15](=[O:17])[C:9]=2[CH:8]=1. Procedure details: First 0.096 ml (1.41 mmol) of orthophosphoric acid and then 4.12 g (20.14 mmol) of 4-(5-chloro-2-thienyl)butanoic acid are added to 5 ml of acetic acid, and the mixture is stirred at 120° C. for 2.5 h. The cooled reaction mixture is added to water and extracted with dichloromethane, and the extract is washed with 2 M NaOH. After washing with water, the organic phase is dried over sodium sulphate and concentrated under reduced pressure. The residue is extracted with diethyl ether. Undissolved cry... The reactants are C(C)(C)(C)OC(=O)NCCC1=CC=C(C(=O)OC)C=C1 (methyl 4-[2-(tert-butoxycarbonylamino)ethyl]benzoate), Cl (hydrogen chloride). The solvent is C(Cl)Cl (methylene chloride), O1CCOCC1 (1,4-dioxane). Conditions: time 30 minute. The product is Cl.NCCC1=CC=C(C(=O)OC)C=C1 (methyl 4-(2-aminoethyl)-benzoate hydrochloride). Isolated yield 97.0%. Reaction SMILES: C(OC([NH:8][CH2:9][CH2:10][C:11]1[CH:20]=[CH:19][C:14]([C:15]([O:17][CH3:18])=[O:16])=[CH:13][CH:12]=1)=O)(C)(C)C.[ClH:21]>C(Cl)Cl.O1CCOCC1>[ClH:21].[NH2:8][CH2:9][CH2:10][C:11]1[CH:20]=[CH:19][C:14]([C:15]([O:17][CH3:18])=[O:16])=[CH:13][CH:12]=1 |f:4.5|. Reported procedure: To a solution of methyl 4-[2-(tert-butoxycarbonylamino)ethyl]benzoate (3.50 g, 12.5 mmol) in methylene chloride (35 ml) was added 4N hydrogen chloride in 1,4-dioxane (35 ml) at 5° C. and the mixture was stirred for 30 min. The solvent was removed in vacuo and the resulting solid was collected, washed with isopropyl ether and dried to give methyl 4-(2-aminoethyl)-benzoate hydrochloride (2.63 g, 97%). Starting materials: ice, C1(CCCC1)NC1=C(CCC1)C(=O)OC (2-cyclopentylamino-1-cyclopentenecarboxylic acid, methyl ester), C1(CCCC1)N (cyclopentylamine), COC(=O)C1C(CCC1)=O (2-oxocyclopentanecarboxylic acid methyl ester), C(C)(=O)O[BH-](OC(C)=O)OC(C)=O.[Na+] (sodium triacetoxyborohydride), C(C)(=O)[O-].[Na+] (sodium acetate), C(C)(=O)O[BH-](OC(C)=O)OC(C)=O.[Na+] (sodium triacetoxyborohydride). The solvent is ClCCl (dichloromethane), C(C)#N (acetonitrile), C(C)(=O)O (acetic acid). Conditions: time 10 minute. Yields the product C1(CCCC1)NC1C(CCC1)C(=O)OC ((rac)-2-cyclopentylamino-cyclopentanecarboxylic acid, methyl ester). Isolated yield 73.1%. Reaction SMILES: [CH:1]1([NH:6][C:7]2[CH2:11][CH2:10][CH2:9][C:8]=2[C:12]([O:14][CH3:15])=[O:13])[CH2:5][CH2:4][CH2:3][CH2:2]1.C1(N)CCCC1.COC(C1CCCC1=O)=O.C(O[BH-](OC(=O)C)OC(=O)C)(=O)C.[Na+].C([O-])(=O)C.[Na+]>ClCCl.C(#N)C.C(O)(=O)C>[CH:1]1([NH:6][CH:7]2[CH2:11][CH2:10][CH2:9][CH:8]2[C:12]([O:14][CH3:15])=[O:13])[CH2:2][CH2:3][CH2:4][CH2:5]1 |f:3.4,5.6|. Reported procedure: To a ice cooled solution of 13.36 g (0.066 mole) of 2-cyclopentylamino-1-cyclopentenecarboxylic acid, methyl ester (prepared from 10.0 g (0.116 mole) of cyclopentylamine and 18.46 g (0.122 mole) of 2-oxocyclopentanecarboxylic acid methyl ester in 200 mL of dichloromethane, in the presence of 38.9 g (0.174 mole) of sodium triacetoxyborohydride and 14.31 g (0.174 mole) of sodium acetate) in 210 mL of acetonitrile and 110 mL of acetic acid was added 44.32 g (0.198 mole) of sodium triacetoxyborohydr... The reactants are ClC=1C=NC=2N(C1)N=C(C2)C(=O)O (6-chloro-pyrazolo[1,5-a]pyrimidine-2-carboxylic acid), CC1NCCC2=CC(=CC=C12)C1=CC=NC=C1 (1-Methyl-6-pyridin-4-yl-1,2,3,4-tetrahydro-isoquinoline). The product is ClC=1C=NC=2N(C1)N=C(C2)C(=O)N2C(C1=CC=C(C=C1CC2)C2=CC=NC=C2)C ((6-Chloro-pyrazolo[1,5-a]pyrimidin-2-yl)-(1-methyl-6-pyridin-4-yl-3,4-dihydro-1H-isoquinolin-2-yl)-methanone). As a reaction SMILES: [Cl:1][C:2]1[CH:3]=[N:4][C:5]2[N:6]([N:8]=[C:9]([C:11]([OH:13])=O)[CH:10]=2)[CH:7]=1.[CH3:14][CH:15]1[C:24]2[C:19](=[CH:20][C:21]([C:25]3[CH:30]=[CH:29][N:28]=[CH:27][CH:26]=3)=[CH:22][CH:23]=2)[CH2:18][CH2:17][NH:16]1>>[Cl:1][C:2]1[CH:3]=[N:4][C:5]2[N:6]([N:8]=[C:9]([C:11]([N:16]3[CH2:17][CH2:18][C:19]4[C:24](=[CH:23][CH:22]=[C:21]([C:25]5[CH:30]=[CH:29][N:28]=[CH:27][CH:26]=5)[CH:20]=4)[CH:15]3[CH3:14])=[O:13])[CH:10]=2)[CH:7]=1. Procedure: In close analogy to the procedure described in Example 1, 6-chloro-pyrazolo[1,5-a]pyrimidine-2-carboxylic acid is reacted with 1-Methyl-6-pyridin-4-yl-1,2,3,4-tetrahydro-isoquinoline to provide the title compound in moderate yield. Reactants: COc1ccccc1P(=O)(CCP(=O)(c1ccccc1)c1ccccc1OC)c1ccccc1, COc1ccc(C(C#N)(CCCC2=Cc3cc(OC)c(OC)cc3CN2C)C(C)C)cc1OC, CC(C)O. Product: COc1ccc(C(C#N)(CCCC2Cc3cc(OC)c(OC)cc3CN2C)C(C)C)cc1OC. RXN SMILES: [CH3:1][O:2][c:3]1[cH:4][cH:5][cH:6][cH:7][c:8]1[P:9]([CH2:10][CH2:11][P:12]([c:13]1[cH:14][cH:15][cH:16][cH:17][cH:18]1)([c:19]1[cH:20][cH:21][cH:22][cH:23][c:24]1[O:25][CH3:26])=[O:27])([c:28]1[cH:29][cH:30][cH:31][cH:32][cH:33]1)=[O:34].[CH3:35][O:36][c:37]1[cH:38][c:39]([C:45]([CH2:46][CH2:47][CH2:48][C:49]2=[CH:58][c:57]3[c:52]([cH:53][c:54]([O:61][CH3:62])[c:55]([O:59][CH3:60])[cH:56]3)[CH2:51][N:50]2[CH3:63])([C:64]#[N:65])[CH:66]([CH3:67])[CH3:68])[cH:40][cH:41][c:42]1[O:43][CH3:44].[CH:69]([OH:70])([CH3:71])[CH3:72]>>[CH3:35][O:36][c:37]1[cH:38][c:39]([C:45]([CH2:46][CH2:47][CH2:48][CH:49]2[N:50]([CH3:63])[CH2:51][c:52]3[cH:53][c:54]([O:61][CH3:62])[c:55]([O:59][CH3:60])[cH:56][c:57]3[CH2:58]2)([C:64]#[N:65])[CH:66]([CH3:67])[CH3:68])[cH:40][cH:41][c:42]1[O:43][CH3:44].